From a dataset of the Open Reaction Database (ORD), a public repository of structured organic reaction records. describe an organic reaction: reactants, conditions, products, and yield Reactants: N1(CCOCC1)CCOC1=CC=C(C2=CC=CC=C12)N (4-(2-Morpholin-4-yl-ethoxy)-naphthalen-1-ylamine), C(C)(C)(C)C=1C=C(N(N1)C1=CC=C(C=C1)C)C(C(=O)O)=O ((5-tert-Butyl-2-p-tolyl-2H-pyrazol-3-yl)-oxo-acetic acid), C(C(=O)Cl)(=O)Cl (oxalyl Chloride), CN(C)C=O (DMF). Solvent: CCOC(=O)C (EtOAc), C(=O)(O)[O-].[Na+] (NaHCO3), CCOC(=O)C (EtOAc). Conditions: time 1 hour. Product: C(C)(C)(C)C=1C=C(N(N1)C1=CC=C(C=C1)C)C(C(=O)NC1=CC=C(C2=CC=CC=C12)OCCN1CCOCC1)=O (2-(5-tert-Butyl-2-p-tolyl-2H-pyrazol-3-yl)-N-[4-(2-morpholin-4-yl-ethoxy)naphthalen-1-yl]-2-oxo-acetamide). Isolated yield 55.0%. RXN SMILES: [C:1]([C:5]1[CH:6]=[C:7]([C:17](=[O:21])[C:18]([OH:20])=O)[N:8]([C:10]2[CH:15]=[CH:14][C:13]([CH3:16])=[CH:12][CH:11]=2)[N:9]=1)([CH3:4])([CH3:3])[CH3:2].C(Cl)(=O)C(Cl)=O.CN(C=O)C.[N:33]1([CH2:39][CH2:40][O:41][C:42]2[C:51]3[C:46](=[CH:47][CH:48]=[CH:49][CH:50]=3)[C:45]([NH2:52])=[CH:44][CH:43]=2)[CH2:38][CH2:37][O:36][CH2:35][CH2:34]1>CCOC(C)=O.C([O-])(O)=O.[Na+]>[C:1]([C:5]1[CH:6]=[C:7]([C:17](=[O:21])[C:18]([NH:52][C:45]2[C:46]3[C:51](=[CH:50][CH:49]=[CH:48][CH:47]=3)[C:42]([O:41][CH2:40][CH2:39][N:33]3[CH2:34][CH2:35][O:36][CH2:37][CH2:38]3)=[CH:43][CH:44]=2)=[O:20])[N:8]([C:10]2[CH:15]=[CH:14][C:13]([CH3:16])=[CH:12][CH:11]=2)[N:9]=1)([CH3:3])([CH3:2])[CH3:4] |f:5.6|. Reported procedure: To the crude (5-tert-Butyl-2-p-tolyl-2H-pyrazol-3-yl)-oxo-acetic acid 34 (0.4 g, 1.4 mmol) in a 40 mL scintillation vial was added oxalyl Chloride (5 mL) and on drop of DMF. The suspension was stirred at rt for 1 h, and concentrated under vacuum. The resulting solid was dissolved in EtOAc (10 mL) and added to 4-(2-Morpholin-4-yl-ethoxy)-naphthalen-1-ylamine (0.45 g, 1.2 mmol) dissolved in EtOAc (10 mL)/50% NaHCO3 (10 mL) and stirred overnight at rt. The mixture was diluted with EtOAc and extract... Starting materials: [N+](=O)([O-])C=1C(=C(C=C(C=O)C1)OC)O (5-nitrovanillin), C(CC)I (propyl iodide), C([O-])([O-])=O.[K+].[K+] (potassium carbonate), CN(C=O)C (N,N-dimethylformamide). Run in O (water). Reaction conditions: temperature 100 celsius, time 24 hour. Yields the product C(CC)OC1=C(C=C(C=O)C=C1[N+](=O)[O-])OC (4-propoxy-3-methoxy-5-nitrobenzaldehye). Yield: 49.4%. Reaction SMILES: [N+:1]([C:4]1[C:5]([OH:14])=[C:6]([O:12][CH3:13])[CH:7]=[C:8]([CH:11]=1)[CH:9]=[O:10])([O-:3])=[O:2].[CH2:15](I)[CH2:16][CH3:17].C(=O)([O-])[O-].[K+].[K+].CN(C)C=O>O>[CH2:15]([O:14][C:5]1[C:4]([N+:1]([O-:3])=[O:2])=[CH:11][C:8]([CH:9]=[O:10])=[CH:7][C:6]=1[O:12][CH3:13])[CH2:16][CH3:17] |f:2.3.4|. Reported procedure: A mixture of 5-nitrovanillin (10 g), propyl iodide (25 g), potassium carbonate (10 g) and N,N-dimethylformamide (200 ml) is stirred at 100° C. for 24 hours. After cooling, water (500 ml) is added to the reaction mixture, followed by extraction with ethyl acetate (200 ml). The extract solution is washed with water, dried and, then, distilled off under reduced pressure. The residue is purified by means of a silica gel column chromatography (hexane: ethyl acetate=2:1-1:1) to afford 4-propoxy-3-meth... The solvent is C(CO)O (ethylene glycol). RXN SMILES: [CH3:1][C@@H:2]1[CH2:19][C:18]2[C@H:13]([CH2:14][CH2:15][C:16](=[O:20])[CH:17]=2)[C@@H:12]2[C@@H:3]1[C@H:4]1[C@@:8]([CH2:10][C:11]2=[O:21])([CH3:9])[C:7](=[O:22])[CH2:6][CH2:5]1.C(Cl)Cl.C(OC(OCC)OCC)C.CC1C=CC(S(O)(=O)=O)=CC=1>C(O)CO>[CH3:1][C@@H:2]1[CH:19]=[C:18]2[C@H:13]([CH2:14][CH2:15][C:16](=[O:20])[CH2:17]2)[C@@H:12]2[C@@H:3]1[C@H:4]1[C@@:8]([CH2:10][C:11]2=[O:21])([CH3:9])[C:7](=[O:22])[CH2:6][CH2:5]1. Reported procedure: A mixture of 7α-methylestr-4-ene-3,11,17-trione (B, Example 23, 4.1 g), methylene chloride (50 ml), ethylene glycol (31 ml), triethylorthoformate (14 ml) and p-TSA (41 mg) are refluxed for 3 hours. The mixture is then cooled and washed with bicarbonate and water, then dried to a solid. NMR shows a mixture of Δ5 (10) and Δ5 isomers. The product is used without further purification. Product: C[C@H]1[C@H]2[C@@H]3CCC([C@@]3(C)CC([C@@H]2[C@H]2CCC(CC2=C1)=O)=O)=O (7α-Methylestr-5-ene-3,11,17-trione). Reactants: C[C@H]1[C@H]2[C@@H]3CCC([C@@]3(C)CC([C@@H]2[C@H]2CCC(C=C2C1)=O)=O)=O (7α-Methylestr-4-ene-3,11,17-trione), C(Cl)Cl (methylene chloride), C(C)OC(OCC)OCC (triethylorthoformate), CC=1C=CC(=CC1)S(=O)(=O)O (p-TSA). The reactants are ClC1=C(C=CC=C1)C1=C(N(C2=CC=C(C=C12)O)CCC)C (3-(2-chloro-phenyl)-2-methyl-1-propyl-1H-indole-5-ol), C(C)OC(C(C)(C)Br)=O (2-bromo-2-methyl-propanoic acid ethylester). The product is C(C)OC(C(C)(C)OC=1C=C2C(=C(N(C2=CC1)CCC)C)C1=C(C=CC=C1)Cl)=O (2-[3-(2-Chloro-phenyl)-2-methyl-1-propyl-1H-indole-5-yloxy]-2-methylpropanoic acid ethylester). As a reaction SMILES: [Cl:1][C:2]1[CH:7]=[CH:6][CH:5]=[CH:4][C:3]=1[C:8]1[C:16]2[C:11](=[CH:12][CH:13]=[C:14]([OH:17])[CH:15]=2)[N:10]([CH2:18][CH2:19][CH3:20])[C:9]=1[CH3:21].[CH2:22]([O:24][C:25](=[O:30])[C:26](Br)([CH3:28])[CH3:27])[CH3:23]>>[CH2:22]([O:24][C:25](=[O:30])[C:26]([O:17][C:14]1[CH:15]=[C:16]2[C:11](=[CH:12][CH:13]=1)[N:10]([CH2:18][CH2:19][CH3:20])[C:9]([CH3:21])=[C:8]2[C:3]1[CH:4]=[CH:5][CH:6]=[CH:7][C:2]=1[Cl:1])([CH3:28])[CH3:27])[CH3:23]. Procedure: Following a procedure analogous to that of Example 10, the above compound was prepared from 3-(2-chloro-phenyl)-2-methyl-1-propyl-1H-indole-5-ol and 2-bromo-2-methyl-propanoic acid ethylester. Starting materials: solid, Cl.Cl.O1C=C(C=C2C1=CC=C2)C2N(CCCC2)CC[C@@H]2CC[C@H](CC2)N (trans-4-[2-(4-benzofuran-3-yl-piperidin-1-yl)-ethyl]-cyclohexylamine dihydrochloride), Cl.Cl.O1C=C(C=C2C1=CC=C2)C2N(CCCC2)CC[C@@H]2CC[C@H](CC2)N (trans-4-[2-(4-benzofuran-3-yl-piperidin-1-yl)-ethyl]-cyclohexylamine dihydrochloride), C(C#CC)(=O)O (but-2-ynoic acid). Yields the product O1C=C(C=C2C1=CC=C2)C2N(CCCC2)CC[C@@H]2CC[C@H](CC2)NC(C#CC)=O (But-2-ynoic acid trans-{4-[2-(4-benzofuran-3-yl-piperidin-1-yl)-ethyl]-cyclohexyl}-amide). RXN SMILES: Cl.Cl.[O:3]1[C:8]2=[CH:9][CH:10]=[CH:11][C:7]2=[CH:6][C:5]([CH:12]2[CH2:17][CH2:16][CH2:15][CH2:14][N:13]2[CH2:18][CH2:19][C@H:20]2[CH2:25][CH2:24][C@H:23]([NH2:26])[CH2:22][CH2:21]2)=[CH:4]1.[C:27](O)(=[O:31])[C:28]#[C:29][CH3:30]>>[O:3]1[C:8]2=[CH:9][CH:10]=[CH:11][C:7]2=[CH:6][C:5]([CH:12]2[CH2:17][CH2:16][CH2:15][CH2:14][N:13]2[CH2:18][CH2:19][C@H:20]2[CH2:21][CH2:22][C@H:23]([NH:26][C:27](=[O:31])[C:28]#[C:29][CH3:30])[CH2:24][CH2:25]2)=[CH:4]1 |f:0.1.2|. Procedure details: The title compound, light brown solid (71 mg, 72%), MS (ISP) m/z=393.3 [(M+H)+], mp 161° C., was prepared in accordance with the general method of example 1 from trans-4-[2-(4-benzofuran-3-yl-piperidin-1-yl)-ethyl]-cyclohexylamine dihydrochloride (intermediate A) (100 mg, 0.25 mmol) and but-2-ynoic acid. Yields the product O1CCC(CC1)CNC(COC1=CC=C(C=C1)C(CC)=NOCC1=CC=C(C=C1)C(F)(F)F)=O (N-((tetrahydro-2H-pyran-4-yl)methyl)-2-(4-(1-(((4-(trifluoromethyl)benzyl)oxy)imino)propyl)phenoxy)acetamide). The solvent is CN(C)C=O (DMF). Isolated yield 57.3%. Conditions: time 16 hour. Reaction SMILES: [F:1][C:2]([F:27])([F:26])[C:3]1[CH:25]=[CH:24][C:6]([CH2:7][O:8][N:9]=[C:10]([C:13]2[CH:23]=[CH:22][C:16]([O:17][CH2:18][C:19]([OH:21])=O)=[CH:15][CH:14]=2)[CH2:11][CH3:12])=[CH:5][CH:4]=1.[O:28]1[CH2:33][CH2:32][CH:31]([CH2:34][NH2:35])[CH2:30][CH2:29]1.CCN=C=NCCCN(C)C.Cl>CN(C=O)C.CN(C1C=CN=CC=1)C.C1C=CC2N(O)N=NC=2C=1>[O:28]1[CH2:33][CH2:32][CH:31]([CH2:34][NH:35][C:19](=[O:21])[CH2:18][O:17][C:16]2[CH:15]=[CH:14][C:13]([C:10](=[N:9][O:8][CH2:7][C:6]3[CH:5]=[CH:4][C:3]([C:2]([F:26])([F:1])[F:27])=[CH:25][CH:24]=3)[CH2:11][CH3:12])=[CH:23][CH:22]=2)[CH2:30][CH2:29]1 |f:2.3|. The reagents and catalysts are CN(C)C=1C=CN=CC1 (DMAP), C=1C=CC2=C(C1)N=NN2O (HOBT). The reactants are FC(C1=CC=C(CON=C(CC)C2=CC=C(OCC(=O)O)C=C2)C=C1)(F)F (2-(4-(1-(((4-(trifluoromethyl)benzyl)oxy)imino)propyl)phenoxy)acetic acid), O1CCC(CC1)CN ((tetrahydro-2H-pyran-4-yl)methanamine), CCN=C=NCCCN(C)C.Cl (EDC.HCl). Procedure: To a solution of the product of step 4 (23 g, 0.0602 moles) in DMF (69 mL), (tetrahydro-2H-pyran-4-yl)methanamine (7.6 gm, 0.0662 moles), HOBT (50 mg, catalytic amount), EDC.HCl (17.5 g, 0.0903 moles) and DMAP (50 mg, catalytic amount) were added and reaction mixture was srirred at 25° C. for 16 hours. The reaction mixture was poured into ice cold water and extracted with ethyl acetate. The combined ethyl acetate extract was washed with water & brine, dried over sodium sulphate and evapourated u... Starting materials: C(C)(=O)C1=C(C(N(N=C1C1=CC=CC=C1)CC)=O)[N+](=O)[O-] (5-acetyl-2-ethyl-4-nitro-6-phenylpyridazin-3(2H)-one), COC(=O)C=1C=CC(=C2C=CC=NC12)N (5-aminoquinoline-8-carboxilic acid methyl ester). Run in C(C)O (ethanol). Run at temperature 126 celsius, time 45 minute. The product is C(C)(=O)C1=C(C(N(N=C1C1=CC=CC=C1)CC)=O)NC1=C2C=CC=NC2=C(C=C1)C(=O)OC (Methyl 5-[(5-acetyl-2-ethyl-3-oxo-6-phenyl-2,3-dihydropyridazin-4-yl)amino]quinoline-8-carboxylate). Isolated yield 2.8%. Reaction SMILES: [C:1]([C:4]1[C:9]([C:10]2[CH:15]=[CH:14][CH:13]=[CH:12][CH:11]=2)=[N:8][N:7]([CH2:16][CH3:17])[C:6](=[O:18])[C:5]=1[N+:19]([O-])=O)(=[O:3])[CH3:2].[CH3:22][O:23][C:24]([C:26]1[CH:27]=[CH:28][C:29](N)=[C:30]2[C:35]=1[N:34]=[CH:33][CH:32]=[CH:31]2)=[O:25]>C(O)C>[C:1]([C:4]1[C:9]([C:10]2[CH:15]=[CH:14][CH:13]=[CH:12][CH:11]=2)=[N:8][N:7]([CH2:16][CH3:17])[C:6](=[O:18])[C:5]=1[NH:19][C:29]1[CH:28]=[CH:27][C:26]([C:24]([O:23][CH3:22])=[O:25])=[C:35]2[C:30]=1[CH:31]=[CH:32][CH:33]=[N:34]2)(=[O:3])[CH3:2]. Procedure details: A mixture of (160 mg, 0.556 mmol) of 5-acetyl-2-ethyl-4-nitro-6-phenylpyridazin-3(2H)-one (Dal Piaz, V et al, J. Med. Chem. 1997, 40, 1417), 5-aminoquinoline-8-carboxilic acid methyl ester (226 mg, 1.114 mmol) (Preparation 99) and ethanol (8 mL) was introduced in the microwave oven. The mixture was stirred at 126.0° C. during 45 minutes. The solvent was evaporated and the residue purified by column chromatography (silica gel, dichloromethane/methanol 100:1) and preparative HPLC/MS to yield the t... Reactants: FC1(C(C1)CN1C(N(CC1)C=1SC(=C(N1)C)C(=O)OCC)=O)F (ethyl 2-(3-((2,2-difluorocyclopropyl)methyl)-2-oxoimidazolidin-1-yl)-4-methylthiazole-5-carboxylate), CC=1N=C(SC1C(=O)OCC)N1C(N(CC1)CCCC(F)(F)F)=O (ethyl 4-methyl-2-(2-oxo-3-(4,4,4-trifluorobutyl)imidazolidin-1-yl)thiazole-5-carboxylate). Yields the product CC=1N=C(SC1C(=O)O)N1C(N(CC1)CCCC(F)(F)F)=O (4-methyl-2-(2-oxo-3-(4,4,4-trifluorobutyl)imidazolidin-1-yl)thiazole-5-carboxylic acid). The yield is 87.0%. Reaction SMILES: FC1(F)CC1CN1CCN(C2SC(C(OCC)=O)=C(C)N=2)C1=O.[CH3:24][C:25]1[N:26]=[C:27]([N:35]2[CH2:39][CH2:38][N:37]([CH2:40][CH2:41][CH2:42][C:43]([F:46])([F:45])[F:44])[C:36]2=[O:47])[S:28][C:29]=1[C:30]([O:32]CC)=[O:31]>>[CH3:24][C:25]1[N:26]=[C:27]([N:35]2[CH2:39][CH2:38][N:37]([CH2:40][CH2:41][CH2:42][C:43]([F:44])([F:45])[F:46])[C:36]2=[O:47])[S:28][C:29]=1[C:30]([OH:32])=[O:31]. Reported procedure: Following the procedure as described in Preparation 14, making variations as required to replace ethyl 2-(3-((2,2-difluorocyclopropyl)methyl)-2-oxoimidazolidin-1-yl)-4-methylthiazole-5-carboxylate with ethyl 4-methyl-2-(2-oxo-3-(4,4,4-trifluorobutyl)imidazolidin-1-yl)thiazole-5-carboxylate, the title compound was obtained as a colourless solid in 87% yield: 1H NMR (300 MHz, DMSO-d6) δ 12.8 (s, 1H), 4.02-3.97 (m, 2H), 3.59-3.54 (m, 2H), 3.33-3.29 (m, 2H), 2.50 (s, 3H), 2.35-2.26 (m, 2H), 1.79-1.6... Reactants: CC(C)(C)OC(=O)NC1(c2ccc(Br)cc2)CCC1, C#Cc1ccccc1, CC(C)NC(C)C, I[Cu]I, C1COCCO1. Product: CC(C)(C)OC(=O)NC1(c2ccc(C#Cc3ccccc3)cc2)CCC1. Reaction SMILES: [Br:1][c:2]1[cH:3][cH:4][c:5]([C:8]2([NH:12][C:13]([O:14][C:15]([CH3:16])([CH3:17])[CH3:18])=[O:19])[CH2:9][CH2:10][CH2:11]2)[cH:6][cH:7]1.[C:20](#[CH:21])[c:22]1[cH:23][cH:24][cH:25][cH:26][cH:27]1.[CH:28]([NH:29][CH:30]([CH3:31])[CH3:32])([CH3:33])[CH3:34].[Cu:41]([I:42])[I:43].[O:35]1[CH2:36][CH2:37][O:38][CH2:39][CH2:40]1>>[c:2]1([C:21]#[C:20][c:22]2[cH:23][cH:24][cH:25][cH:26][cH:27]2)[cH:3][cH:4][c:5]([C:8]2([NH:12][C:13]([O:14][C:15]([CH3:16])([CH3:17])[CH3:18])=[O:19])[CH2:9][CH2:10][CH2:11]2)[cH:6][cH:7]1.